Task: describe an organic reaction: reactants, conditions, products, and yield. Dataset: the Open Reaction Database (ORD), a public repository of structured organic reaction records Reactants: CCN(CC1CCN(C(=O)OC(C)(C)C)CC1)C1CCc2ccc([N+](=O)[O-])cc2C1, CCO, [H][H]. The product is CCN(CC1CCN(C(=O)OC(C)(C)C)CC1)C1CCc2ccc(N)cc2C1. RXN SMILES: [C:1]([CH3:2])([CH3:3])([CH3:4])[O:5][C:6](=[O:7])[N:8]1[CH2:9][CH2:10][CH:11]([CH2:14][N:15]([CH:16]2[CH2:17][c:18]3[cH:19][c:20]([N+:26]([O-:27])=[O:28])[cH:21][cH:22][c:23]3[CH2:24][CH2:25]2)[CH2:29][CH3:30])[CH2:12][CH2:13]1.[CH3:33][CH2:34][OH:35].[H:31][H:32]>>[C:1]([CH3:2])([CH3:3])([CH3:4])[O:5][C:6](=[O:7])[N:8]1[CH2:9][CH2:10][CH:11]([CH2:14][N:15]([CH:16]2[CH2:17][c:18]3[cH:19][c:20]([NH2:26])[cH:21][cH:22][c:23]3[CH2:24][CH2:25]2)[CH2:29][CH3:30])[CH2:12][CH2:13]1.